This data is from the Open Reaction Database (ORD), a public repository of structured organic reaction records. The task is: describe an organic reaction: reactants, conditions, products, and yield The reactants are CCCCC#Cc1ccccc1C(=O)N(C)OC, C1CCOC1, [Cl-], Fc1ccc(C[Mg+])cc1. Yields the product CCCCC#Cc1ccccc1C(=O)Cc1ccc(F)cc1. RXN SMILES: [C:1](#[C:2][CH2:3][CH2:4][CH2:5][CH3:6])[c:7]1[c:8]([C:9](=[O:10])[N:11]([CH3:12])[O:13][CH3:14])[cH:15][cH:16][cH:17][cH:18]1.[CH2:29]1[O:30][CH2:31][CH2:32][CH2:33]1.[Cl-:19].[F:20][c:21]1[cH:22][cH:23][c:24]([CH2:25][Mg+:26])[cH:27][cH:28]1>>[C:1](#[C:2][CH2:3][CH2:4][CH2:5][CH3:6])[c:7]1[c:8]([C:9](=[O:10])[CH2:25][c:24]2[cH:23][cH:22][c:21]([F:20])[cH:28][cH:27]2)[cH:15][cH:16][cH:17][cH:18]1. Reactants: CO, O=C(CCl)Nc1ccc2cnccc2c1Cl, CNC(=O)c1cccc(N)c1. Yields the product CNC(=O)c1cccc(NCC(=O)Nc2ccc3cnccc3c2Cl)c1. RXN SMILES: [CH3:28][OH:29].[Cl:1][CH2:2][C:3](=[O:4])[NH:5][c:6]1[c:7]([Cl:16])[c:8]2[cH:9][cH:10][n:11][cH:12][c:13]2[cH:14][cH:15]1.[NH2:17][c:18]1[cH:19][c:20]([C:21](=[O:22])[NH:23][CH3:24])[cH:25][cH:26][cH:27]1>>[CH2:2]([C:3](=[O:4])[NH:5][c:6]1[c:7]([Cl:16])[c:8]2[cH:9][cH:10][n:11][cH:12][c:13]2[cH:14][cH:15]1)[NH:17][c:18]1[cH:19][c:20]([C:21](=[O:22])[NH:23][CH3:24])[cH:25][cH:26][cH:27]1. Starting materials: BrC1=CC(=C(C=C1)C#CC1(CCC(CC1)C1CCC(CC1)CCCCC)CCCCC)F (4-(4-bromo-2-fluorophenylethynyl)-4,4′-dipentylbicyclohexyl), C(CCCC)C1(CCC(CC1)C1CCC(CC1)CCCCC)C=O (4,4′-dipentylbicyclohexyl-4-carbaldehyde), [Br-].BrC1=CC(=C(C[P+](C2=CC=CC=C2)(C2=CC=CC=C2)C2=CC=CC=C2)C=C1)F (4-bromo-2-fluorobenzyltriphenylphosphonium bromide), BrBr (bromine), alkene, tetrakis-(triphenylphosphine)palladium(0), C(#C)C1(CCC(CC1)C1CCC(CC1)CCCCC)CCCCC (4-ethynyl-4,4′-dipentylbicyclohexyl). Solvent: N1CCCC1 (pyrrolidine). Yields the product C(CCCC)C1(CCC(CC1)C1CCC(CC1)CCCCC)C#CC1=CC(=C(C=C1)C#CC1(CCC(CC1)C1CCC(CC1)CCCCC)CCCCC)F (4-[4-(4,4′-dipentylbicyclohexyl-4-ylethynyl)-2-fluorophenylethynyl]-4,4′-dipentylbicyclohexyl). As a reaction SMILES: BrC1C=C[C:5]([C:8]#[C:9][C:10]2([CH2:27]CCCC)[CH2:15][CH2:14][CH:13]([CH:16]3[CH2:21][CH2:20][CH:19]([CH2:22][CH2:23][CH2:24][CH2:25][CH3:26])[CH2:18][CH2:17]3)[CH2:12][CH2:11]2)=[C:4](F)[CH:3]=1.C(C1(C=O)CCC(C2CCC(CCCCC)CC2)CC1)CCCC.[Br-].Br[C:59]1[CH:84]=[CH:83][C:62]([CH2:63][P+](C2C=CC=CC=2)(C2C=CC=CC=2)C2C=CC=CC=2)=[C:61]([F:85])[CH:60]=1.BrBr.[C:88]([C:90]1([CH2:107][CH2:108][CH2:109][CH2:110][CH3:111])[CH2:95][CH2:94][CH:93]([CH:96]2[CH2:101][CH2:100][CH:99]([CH2:102][CH2:103][CH2:104][CH2:105][CH3:106])[CH2:98][CH2:97]2)[CH2:92][CH2:91]1)#[CH:89]>N1CCCC1>[CH2:107]([C:90]1([C:88]#[C:89][C:59]2[CH:84]=[CH:83][C:62]([C:63]#[C:27][C:10]3([CH2:9][CH2:8][CH2:5][CH2:4][CH3:3])[CH2:15][CH2:14][CH:13]([CH:16]4[CH2:21][CH2:20][CH:19]([CH2:22][CH2:23][CH2:24][CH2:25][CH3:26])[CH2:18][CH2:17]4)[CH2:12][CH2:11]3)=[C:61]([F:85])[CH:60]=2)[CH2:91][CH2:92][CH:93]([CH:96]2[CH2:101][CH2:100][CH:99]([CH2:102][CH2:103][CH2:104][CH2:105][CH3:106])[CH2:98][CH2:97]2)[CH2:94][CH2:95]1)[CH2:108][CH2:109][CH2:110][CH3:111] |f:2.3|. Procedure: 0.908 g of 4-(4-bromo-2-fluorophenylethynyl)-4,4′-dipentylbicyclohexyl (obtainable by Wittig reaction of 4,4′-dipentylbicyclohexyl-4-carbaldehyde with 4-bromo-2-fluorobenzyltriphenylphosphonium bromide, addition of bromine onto the resultant alkene and subsequent dehydrobromination using a base), 0.715 g of 4-ethynyl-4,4′-dipentylbicyclohexyl and 0.104 g of tetrakis-(triphenylphosphine)palladium(0) are stirred overnight at 80° C. in 5 ml of pyrrolidine. Conventional work-up gives 4-[4-(4,4′-dipe...